From a dataset of the Open Reaction Database (ORD), a public repository of structured organic reaction records. describe an organic reaction: reactants, conditions, products, and yield The reactants are [OH-].[Na+] (sodium hydroxide), C(C=C)S (allyl mercaptan), C(C)(=O)OC1CC(N1)=O (4-acetoxyazetidin-2-one). The solvent is O (water). Reaction conditions: time 30 minute. Product: C(C=C)SC1CC(N1)=O (4-Allylthioazetidin-2-one). RXN SMILES: [OH-].[Na+].[CH2:3]([SH:6])[CH:4]=[CH2:5].C(O[CH:11]1[NH:14][C:13](=[O:15])[CH2:12]1)(=O)C>O>[CH2:3]([S:6][CH:11]1[NH:14][C:13](=[O:15])[CH2:12]1)[CH:4]=[CH2:5] |f:0.1|. Procedure: A solution of 42.9 g of sodium hydroxide in 500 ml of water was made up under nitrogen and cooled to room temperature, 108 ml of allyl mercaptan were added and the mixture stirred under nitrogen for 30 minutes. 138.7 g of 4-acetoxyazetidin-2-one were added to the mixture over 10 minutes under nitrogen and the reaction mixture was stirred overnight. The reaction was checked for completion by T.L.C. (hexane-ethyl acetate) and extracted into dichloromethane (6×250 ml). The organic layer was washed ... The reactants are FC1=C(C=CC(=C1)N1C(O[C@H](C1)CN1N=NC=C1)=O)C1=CC=C(C=C1)CNCC=1N=NN(C1)CC1=CC=C(C=C1)OC ((5R)-3-[2-Fluoro-4′-({[1-(4-methoxy-benzyl)-1H-[1,2,3]triazol-4-ylmethyl]-amino}-methyl)-biphenyl-4-yl]-5-[1,2,3]triazol-1-ylmethyl-oxazolidin-2-one). Run in FC(C(=O)O)(F)F (trifluoroacetic acid). Reaction conditions: temperature 67.5 celsius, time 12 hour. Product: FC1=C(C=CC(=C1)N1C(O[C@H](C1)CN1N=NC=C1)=O)C1=CC=C(C=C1)CNCC=1N=NNC1 ((5R)-3-(2-Fluoro-4′-{[(1H-[1,2,3]triazol-4-ylmethyl)-amino]-methyl}-biphenyl-4-yl)-5-[1,2,3]triazol-1-ylmethyl-oxazolidin-2-one), C(C1=CC=CC=C1)OC(NC1=CC(=CC=C1)F)=O ((3-fluoro-phenyl)-carbamic acid benzyl ester). RXN SMILES: [F:1][C:2]1[CH:7]=[C:6]([N:8]2[CH2:12][C@H:11]([CH2:13][N:14]3[CH:18]=[CH:17][N:16]=[N:15]3)[O:10][C:9]2=[O:19])[CH:5]=[CH:4][C:3]=1[C:20]1[CH:25]=[CH:24][C:23]([CH2:26][NH:27][CH2:28][C:29]2[N:30]=[N:31][N:32](CC3C=CC(OC)=CC=3)[CH:33]=2)=[CH:22][CH:21]=1>FC(F)(F)C(O)=O>[F:1][C:2]1[CH:7]=[C:6]([N:8]2[CH2:12][C@H:11]([CH2:13][N:14]3[CH:18]=[CH:17][N:16]=[N:15]3)[O:10][C:9]2=[O:19])[CH:5]=[CH:4][C:3]=1[C:20]1[CH:21]=[CH:22][C:23]([CH2:26][NH:27][CH2:28][C:29]2[N:30]=[N:31][NH:32][CH:33]=2)=[CH:24][CH:25]=1.[CH2:11]([O:10][C:9](=[O:19])[NH:8][C:6]1[CH:5]=[CH:4][CH:3]=[C:2]([F:1])[CH:7]=1)[C:13]1[CH:6]=[CH:7][CH:2]=[CH:3][CH:4]=1. Procedure: A solution of the crude regioisomeric mixture of (5R)-3-[2-Fluoro-4′-({[1-(4-methoxy-benzyl)-1H-[1,2,3]triazol-4-ylmethyl]-amino}-methyl)-biphenyl-4-yl]-5-[1,2,3]triazol-1-ylmethyl-oxazolidin-2-one (SC-167-71, 0.30 g, 0.528 mmol) in trifluoroacetic acid (TFA, 10 mL) was warmed up to 65-70° C., and the resulting reaction mixture was stirred at 65-70° C. for 12 h. When TLC and HPLC/MS showed that the deprotection reaction was complete, the solvents were removed in vacuo. The residual solids were t... Starting materials: C(CCCC)[C@@H]1CC[C@H](CC1)CCCCC1=CC=C(C=C1)O (4-[4-(trans-4-pentylcyclohexyl)-1-butyl]phenol), CI (methyl iodide), C([O-])([O-])=O.[K+].[K+] (potassium carbonate), CC(CC)=O (butanone). Run in O (water). The product is COC1=CC=C(C=C1)CCCC[C@@H]1CC[C@H](CC1)CCCCC (1-methoxy-4-[4-(trans-4-pentylcyclohexyl)-1-butyl]benzene). RXN SMILES: [CH2:1]([C@H:6]1[CH2:11][CH2:10][C@H:9]([CH2:12][CH2:13][CH2:14][CH2:15][C:16]2[CH:21]=[CH:20][C:19]([OH:22])=[CH:18][CH:17]=2)[CH2:8][CH2:7]1)[CH2:2][CH2:3][CH2:4][CH3:5].CI.[C:25](=O)([O-])[O-].[K+].[K+].CC(=O)CC>O>[CH3:25][O:22][C:19]1[CH:18]=[CH:17][C:16]([CH2:15][CH2:14][CH2:13][CH2:12][C@H:9]2[CH2:8][CH2:7][C@H:6]([CH2:1][CH2:2][CH2:3][CH2:4][CH3:5])[CH2:11][CH2:10]2)=[CH:21][CH:20]=1 |f:2.3.4|. Reported procedure: A mixture of 0.3 g of 4-[4-(trans-4-pentylcyclohexyl)-1-butyl]phenol, 0.14 g of methyl iodide, 0.6 g of potassium carbonate and 50 ml of absolute butanone was heated to reflux overnight. Subsequently, the cooled reaction mixture was poured into water and extracted three times with 50 ml of diethyl ether each time. The combined organic phases were washed with 500 ml of water, dried over magnesium sulfate, filtered and concentrated. Chromatography of the residue on silica gel with toluene and recr...